From a dataset of the Open Reaction Database (ORD), a public repository of structured organic reaction records. describe an organic reaction: reactants, conditions, products, and yield Starting materials: FC=1C(=C(C=C(C1)F)C1CCN(CC1)C(=O)C1=NNC=2CN(CCC21)C(=O)OC(C)(C)C)C(F)(F)F (tert-butyl 3-(4-(3,5-difluoro-2-(trifluoromethyl)phenyl)piperidine-1-carbonyl)-4,5 dihydro-1H-pyrazolo[3,4-c]pyridine-6(7H)-carboxylate), Cl (HCl). The solvent is CCOCC (Et2O), C(Cl)Cl (CH2Cl2). Conditions: time 18 hour. The product is Cl.FC=1C(=C(C=C(C1)F)C1CCN(CC1)C(=O)C1=NNC=2CNCCC21)C(F)(F)F ((4-(3,5-Difluoro-2-(trifluoromethyl)phenyl)piperidin-1-yl)(4,5,6,7-tetrahydro-1H-pyrazolo[3,4-c]pyridin-3-yl)methanone Hydrochloride). The yield is 97.0%. Reaction SMILES: [F:1][C:2]1[C:3]([C:33]([F:36])([F:35])[F:34])=[C:4]([CH:9]2[CH2:14][CH2:13][N:12]([C:15]([C:17]3[C:25]4[CH2:24][CH2:23][N:22](C(OC(C)(C)C)=O)[CH2:21][C:20]=4[NH:19][N:18]=3)=[O:16])[CH2:11][CH2:10]2)[CH:5]=[C:6]([F:8])[CH:7]=1.[ClH:37]>C(Cl)Cl.CCOCC>[ClH:37].[F:1][C:2]1[C:3]([C:33]([F:35])([F:34])[F:36])=[C:4]([CH:9]2[CH2:10][CH2:11][N:12]([C:15]([C:17]3[C:25]4[CH2:24][CH2:23][NH:22][CH2:21][C:20]=4[NH:19][N:18]=3)=[O:16])[CH2:13][CH2:14]2)[CH:5]=[C:6]([F:8])[CH:7]=1 |f:4.5|. Procedure: To a solution of tert-butyl 3-(4-(3,5-difluoro-2-(trifluoro-methyl)phenyl)piperidine-1-carbonyl)-4,5-dihydro-1H-pyrazolo[3,4-c]pyridine-6(7H)-carboxylate (59, 94 mg, 0.19 mmol) in CH2Cl2 (3 mL) was added HCl (2.0 N solution in Et2O, 3 mL). The mixture was stirred for 18 h at ambient temperature. The reaction mixture was diluted with Et2O (20 mL) and the mixture concentrated under reduced pressure to yield (4-(3,5-difluoro-2-(trifluoromethyl)phenyl)piperidin-1-yl)(4,5,6,7-tetrahydro-1H-pyrazolo[3... Starting materials: ClC=1C=C(C=C(C1)Cl)N1C(NC2(C1=CCCC2)CC2=CC=C(C#N)C=C2)=O (4-[1-(3,5-Dichlorophenyl)-2-oxo-1,2,3,4,5,6-hexahydro-benzimidazol-3a-ylmethyl]benzonitrile), C(C)(=O)OC(C)=O (acetic anhydride). Product: C(C)(=O)N1C(N(C=2C1(CCCC2)CC2=CC=C(C#N)C=C2)C2=CC(=CC(=C2)Cl)Cl)=O (4-[3-Acetyl-1-(3,5-Dichlorophenyl)-2-oxo-1,2,3,4,5,6-hexahydro-benzimidazol-3a-ylmethyl]benzonitrile). Reaction SMILES: [Cl:1][C:2]1[CH:3]=[C:4]([N:9]2[C:13]3=[CH:14][CH2:15][CH2:16][CH2:17][C:12]3([CH2:18][C:19]3[CH:26]=[CH:25][C:22]([C:23]#[N:24])=[CH:21][CH:20]=3)[NH:11][C:10]2=[O:27])[CH:5]=[C:6]([Cl:8])[CH:7]=1.[C:28](OC(=O)C)(=[O:30])[CH3:29]>>[C:28]([N:11]1[C:12]2([CH2:18][C:19]3[CH:20]=[CH:21][C:22]([C:23]#[N:24])=[CH:25][CH:26]=3)[CH2:17][CH2:16][CH2:15][CH:14]=[C:13]2[N:9]([C:4]2[CH:5]=[C:6]([Cl:8])[CH:7]=[C:2]([Cl:1])[CH:3]=2)[C:10]1=[O:27])(=[O:30])[CH3:29]. Reported procedure: 4-[1-(3,5-Dichlorophenyl)-2-oxo-1,2,3,4,5,6-hexahydro-benzimidazol-3a-ylmethyl]benzonitrile (150 mg) (0.38 mmol) in acetic anhydride (5 ml) was refluxed 3 days. After cooling, the reaction mixture was poured on water and extracted with tBuOMe. The organic layer was washed with water, dried over Na2SO4 and concentrated. The residue was chromatographed over silica gel (DCM/acetone, 97.5/2.5), then HPLC to give 4-[3-Acetyl-1-(3,5-Dichlorophenyl)-2-oxo-1,2,3,4,5,6-hexahydro-benzimidazol-3a-ylmethyl]... Starting materials: NC=1C(N(C(N(C1N)CC)=O)CC)=O (5,6-diamino-1,3-diethyluracil), COC1=CC(=C(C=CC(=O)O)C=C1C)C (4-methoxy-2,5-dimethylcinnamic acid). Yield: 52.3%. Reaction SMILES: [NH2:1][C:2]1[C:3](=[O:14])[N:4]([CH2:12][CH3:13])[C:5](=[O:11])[N:6]([CH2:9][CH3:10])[C:7]=1[NH2:8].[CH3:15][O:16][C:17]1[C:27]([CH3:28])=[CH:26][C:20]([CH:21]=[CH:22][C:23](O)=O)=[C:19]([CH3:29])[CH:18]=1>>[CH2:12]([N:4]1[C:3](=[O:14])[C:2]2[NH:1][C:23](/[CH:22]=[CH:21]/[C:20]3[CH:26]=[C:27]([CH3:28])[C:17]([O:16][CH3:15])=[CH:18][C:19]=3[CH3:29])=[N:8][C:7]=2[N:6]([CH2:9][CH3:10])[C:5]1=[O:11])[CH3:13]. Reported procedure: Substantially the same procedure as in Example 7 was repeated using 2.5 g (12.6 mmol) of 5,6-diamino-1,3-diethyluracil and 2.9 g (13.9 mmol) of 4-methoxy-2,5-dimethylcinnamic acid. Then, the resultant crude crystals were recrystallized from dioxane/water to give 2.43 g (yield 52%) of Compound 74 as white crystals. Product: C(C)N1C(=O)N(C=2N=C(NC2C1=O)\C=C\C1=C(C=C(C(=C1)C)OC)C)CC ((E)-1,3-Diethyl-8-(4-methoxy-2,5-dimethylstyryl)xanthine). As a reaction SMILES: [F:1][C:2]1[CH:7]=[CH:6][CH:5]=[C:4]([F:8])[C:3]=1[N:9]1[C:14]2[N:15]=[C:16](S(C)(=O)=O)[N:17]=[C:18]([C:19]3[CH:20]=[C:21]([CH:26]=[CH:27][C:28]=3[CH3:29])[C:22]([NH:24][CH3:25])=[O:23])[C:13]=2[CH2:12][NH:11][C:10]1=[O:34].[N:35]1([CH:40]2[CH2:45][CH2:44][NH:43][CH2:42][CH2:41]2)[CH2:39][CH2:38][CH2:37][CH2:36]1>C1COCC1>[NH4+:9].[OH-:23].[F:1][C:2]1[CH:7]=[CH:6][CH:5]=[C:4]([F:8])[C:3]=1[N:9]1[C:14]2[N:15]=[C:16]([N:43]3[CH2:44][CH2:45][CH:40]([N:35]4[CH2:39][CH2:38][CH2:37][CH2:36]4)[CH2:41][CH2:42]3)[N:17]=[C:18]([C:19]3[CH:20]=[C:21]([CH:26]=[CH:27][C:28]=3[CH3:29])[C:22]([NH:24][CH3:25])=[O:23])[C:13]=2[CH2:12][NH:11][C:10]1=[O:34] |f:3.4|. Conditions: time 4 day. Procedure details: 3-[8-(2,6-difluorophenyl)-2-(methylsulfonyl)-7-oxo-5,6,7,8-tetrahydropyrimido[4,5-d]pyrimidin-4-yl]-N,4-dimethylbenzamide (0.015 g, 0.031 mmol) was dissolved in THF (5 mL) and 4-(1-pyrrolidinyl)piperidine (0.024 g, 0.155 mmol) was added. The reaction mixture was stirred at room temperature for 4 days. The solvents were pumped off in vacuo, and the residue was flash chromatographed on silica gel (10 g) eluted with CH2Cl2 to 6:0.5:0.05, CH2Cl2 ethanol:NH4OH to give the title compound as a white am... The solvent is C1CCOC1 (THF). The product is [NH4+].[OH-] (NH4OH), FC1=C(C(=CC=C1)F)N1C(NCC2=C1N=C(N=C2C=2C=C(C(=O)NC)C=CC2C)N2CCC(CC2)N2CCCC2)=O (3-{8-(2,6-difluorophenyl)-7-oxo-2-[4-(1-pyrrolidinyl)-1-piperidinyl]-5,6,7,8-tetrahydropyrimido[4,5-d]pyrimidin-4-yl}-N,4-dimethylbenzamide). Reactants: FC1=C(C(=CC=C1)F)N1C(NCC2=C1N=C(N=C2C=2C=C(C(=O)NC)C=CC2C)S(=O)(=O)C)=O (3-[8-(2,6-difluorophenyl)-2-(methylsulfonyl)-7-oxo-5,6,7,8-tetrahydropyrimido[4,5-d]pyrimidin-4-yl]-N,4-dimethylbenzamide), N1(CCCC1)C1CCNCC1 (4-(1-pyrrolidinyl)piperidine). Reactants: CN1N=C(C=C1)NC(=O)C1=NC(=CC=C1NC=1C=NC=CC1)C (6-Methyl-3-(pyridin-3-ylamino)-pyridine-2-carboxylic acid (1-methyl-1H-pyrazol-3-yl)-amide), BrC1=CC(=NC=C1)Cl (4-Bromo-2-chloropyridine). Product: CN1N=C(C=C1)NC(=O)C1=NC(=CC=C1NC1=CC(=NC=C1)Cl)C (3-(2-Chloro-pyridin-4-ylamino)-6-methyl-pyridine-2-carboxylic acid (1-methyl-1H-pyrazol-3-yl)-amide). RXN SMILES: [CH3:1][N:2]1[CH:6]=[CH:5][C:4]([NH:7][C:8]([C:10]2[C:15]([NH:16][C:17]3[CH:18]=NC=[CH:21][CH:22]=3)=[CH:14][CH:13]=[C:12]([CH3:23])[N:11]=2)=[O:9])=[N:3]1.BrC1C=C[N:28]=[C:27]([Cl:31])C=1>>[CH3:1][N:2]1[CH:6]=[CH:5][C:4]([NH:7][C:8]([C:10]2[C:15]([NH:16][C:17]3[CH:22]=[CH:21][N:28]=[C:27]([Cl:31])[CH:18]=3)=[CH:14][CH:13]=[C:12]([CH3:23])[N:11]=2)=[O:9])=[N:3]1. Procedure: The title compound, was prepared from 3-Amino-6-methyl-pyridine-2-carboxylic acid (1-methyl-1H-pyrazol-3-yl)-amide (example 16) in accordance with the general method of example 20 using 4-Bromo-2-chloropyridine instead of 3-Bromo-4-methylpyridine to yield the final compound as an off-white solid, MS (ISP): m/e=343.0, 345.0 (M+H+). Starting materials: O=C(O)CNC(=O)Nc1cccc(C(F)(F)COCCCCCCOCc2ccccc2)c1, Cl, O. Yields the product O=C1CNC(=O)N1c1cccc(C(F)(F)COCCCCCCOCc2ccccc2)c1. As a reaction SMILES: [CH2:1]([c:2]1[cH:3][cH:4][cH:5][cH:6][cH:7]1)[O:8][CH2:9][CH2:10][CH2:11][CH2:12][CH2:13][CH2:14][O:15][CH2:16][C:17]([F:18])([F:19])[c:20]1[cH:21][c:22]([NH:26][C:27](=[O:28])[NH:29][CH2:30][C:31](=[O:32])[OH:33])[cH:23][cH:24][cH:25]1.[ClH:34].[OH2:35]>>[CH2:1]([c:2]1[cH:3][cH:4][cH:5][cH:6][cH:7]1)[O:8][CH2:9][CH2:10][CH2:11][CH2:12][CH2:13][CH2:14][O:15][CH2:16][C:17]([F:18])([F:19])[c:20]1[cH:21][c:22]([N:26]2[C:27](=[O:28])[NH:29][CH2:30][C:31]2=[O:33])[cH:23][cH:24][cH:25]1. The reactants are C(C)(C)(C)C1=C(C(=CC(=C1)CC)C(C)(C)C)O (2,6-ditert.butyl4-ethylphenol), S(O)(O)(=O)=O (sulfuric acid), COCOC (methylal). Product: C(C1=C(C(=CC(=C1)CC)C(C)(C)C)O)C1=C(C(=CC(=C1)CC)C(C)(C)C)O (2,2'-methylene-bis-(4-ethyl-6-tert.butylphenol)). Yield: 57.0%. Reaction SMILES: [C:1]([C:5]1[CH:10]=[C:9]([CH2:11][CH3:12])[CH:8]=[C:7]([C:13]([CH3:16])([CH3:15])[CH3:14])[C:6]=1[OH:17])([CH3:4])(C)C.S(=O)(=O)(O)O.COC[O:26][CH3:27]>>[CH2:1]([C:4]1[CH:1]=[C:5]([CH2:10][CH3:9])[CH:6]=[C:7]([C:13]([CH3:16])([CH3:15])[CH3:14])[C:27]=1[OH:26])[C:5]1[CH:10]=[C:9]([CH2:11][CH3:12])[CH:8]=[C:7]([C:13]([CH3:14])([CH3:15])[CH3:16])[C:6]=1[OH:17]. Procedure details: Into the reactor described in Example 1 hereinbefore there are charged 58.5 g (0.25 g-mol) of 2,6-ditert.butyl4-ethylphenol, 1 g of a concentrated sulfuric acid and 19 g (0.25 g-mol) of methylal are added into the reactor at the temperature of 130° C. over 30 minutes. The reaction mass is treated and 26.2 g of 2,2'-methylene-bis-(4-ethyl-6-tert.butylphenol) are thus obtained which corresponds to 98.9% of the theoretical yield calculated for the reacted 2,6-ditert.butyl-4-ethylphenol (conversion ... Starting materials: 85-B, CC1=NN2C(C=C(C=C2)OCCN2CCN(CC2)C)=C1C=1SC(=C(N1)C1=CC=CC=C1)C1=NNC=N1 (2-methyl-5-[2-(4-methylpiperazin-1-yl)ethoxy]-3-[4-phenyl-5-(1H-1,2,4-triazol-3-yl)-1,3-thiazol-2-yl]pyrazolo[1,5-a]pyridine), O.C1(=CC=C(C=C1)S(=O)(=O)O)C (p-toluenesulfonic acid monohydrate). The solvent is CCOC(=O)C (EtOAc). Yields the product C1(=CC=C(C=C1)S(=O)(=O)O)C.C1(=CC=C(C=C1)S(=O)(=O)O)C.CC1=NN2C(C=C(C=C2)OCCN2CCN(CC2)C)=C1C=1SC(=C(N1)C1=CC=CC=C1)C1=NNC=N1 (2-methyl-5-[2-(4-methylpiperazin-1-yl)ethoxy]-3-[4-phenyl-5-(1H-1,2,4-triazol-3-yl)-1,3-thiazol-2-yl]pyrazolo[1,5-a]pyridine di-p-toluenesulfonate). Yield: 87.5%. Reaction SMILES: [CH3:1][C:2]1[C:20]([C:21]2[S:22][C:23]([C:32]3[N:36]=[CH:35][NH:34][N:33]=3)=[C:24]([C:26]3[CH:31]=[CH:30][CH:29]=[CH:28][CH:27]=3)[N:25]=2)=[C:5]2[CH:6]=[C:7]([O:10][CH2:11][CH2:12][N:13]3[CH2:18][CH2:17][N:16]([CH3:19])[CH2:15][CH2:14]3)[CH:8]=[CH:9][N:4]2[N:3]=1.O.[C:38]1([CH3:48])[CH:43]=[CH:42][C:41]([S:44]([OH:47])(=[O:46])=[O:45])=[CH:40][CH:39]=1>CCOC(C)=O>[C:38]1([CH3:48])[CH:39]=[CH:40][C:41]([S:44]([OH:47])(=[O:45])=[O:46])=[CH:42][CH:43]=1.[C:38]1([CH3:48])[CH:39]=[CH:40][C:41]([S:44]([OH:47])(=[O:45])=[O:46])=[CH:42][CH:43]=1.[CH3:1][C:2]1[C:20]([C:21]2[S:22][C:23]([C:32]3[N:36]=[CH:35][NH:34][N:33]=3)=[C:24]([C:26]3[CH:31]=[CH:30][CH:29]=[CH:28][CH:27]=3)[N:25]=2)=[C:5]2[CH:6]=[C:7]([O:10][CH2:11][CH2:12][N:13]3[CH2:14][CH2:15][N:16]([CH3:19])[CH2:17][CH2:18]3)[CH:8]=[CH:9][N:4]2[N:3]=1 |f:1.2,4.5.6|. Procedure: The title compound has been prepared according to the similar manner described in 85-B (iv) from 2-methyl-5-[2-(4-methylpiperazin-1-yl)ethoxy]-3-[4-phenyl-5-(1H-1,2,4-triazol-3-yl)-1,3-thiazol-2-yl]pyrazolo[1,5-a]pyridine (32.5 mg, 0.0649 mmol) and p-toluenesulfonic acid monohydrate (27.2 mg, 0.143 mmol). Title compound (48 mg, 87%) has been obtained as a yellow solid by the addition of EtOAc to the reaction mixture followed by collection of the resulting precipitate by filtration.